This data is from the Open Reaction Database (ORD), a public repository of structured organic reaction records. The task is: describe an organic reaction: reactants, conditions, products, and yield The reactants are ClC1=C(C=NC=C1)C1=CC=CC=C1 (4-Chloro-3-phenylpyridine), [N+](=O)([O-])C1=CC=C(C=C1)O (paranitrophenol), CCN(C(C)C)C(C)C (Hunig's base), CN1C(CCC1)=O (1-methylpyrrolidone). Run in O (Water). Product: [N+](=O)([O-])C1=CC=C(OC2=C(C=NC=C2)C2=CC=CC=C2)C=C1 (4-(4-nitrophenoxy)-3-phenylpyridine). Yield: 48.7%. RXN SMILES: Cl[C:2]1[CH:7]=[CH:6][N:5]=[CH:4][C:3]=1[C:8]1[CH:13]=[CH:12][CH:11]=[CH:10][CH:9]=1.[N+:14]([C:17]1[CH:22]=[CH:21][C:20]([OH:23])=[CH:19][CH:18]=1)([O-:16])=[O:15].CCN(C(C)C)C(C)C.CN1CCCC1=O>O>[N+:14]([C:17]1[CH:22]=[CH:21][C:20]([O:23][C:2]2[CH:7]=[CH:6][N:5]=[CH:4][C:3]=2[C:8]2[CH:13]=[CH:12][CH:11]=[CH:10][CH:9]=2)=[CH:19][CH:18]=1)([O-:16])=[O:15]. Procedure details: 4-Chloro-3-phenylpyridine (200 mg, 1.06 mM), paranitrophenol (440 mg, 3.18 mM), Hunig's base (isoPr2EtN, diisopropylethylamine, 1 ml) and 1-methylpyrrolidone (2 ml) were stirred at 160° C. for 2 hours. Water was added, extraction was performed with ethyl acetate, and the solvent was distilled off under reduced pressure. The residue was purified by silica gel chromatography (hexane:ethyl acetate=4:1, and then 2:1) to obtain 4-(4-nitrophenoxy)-3-phenylpyridine (150 mg) as a light yellow oil. The reactants are ClCCl, C=C(C)CC(C)CC(C)CCC, O=C(OO)c1cccc(Cl)c1. The product is CCCC(C)CC(C)CC1(C)CO1. Reaction SMILES: [CH2:24]([Cl:25])[Cl:26].[CH3:12][C:13](=[CH2:14])[CH2:15][CH:16]([CH2:17][CH:18]([CH2:19][CH2:20][CH3:21])[CH3:22])[CH3:23].[Cl:1][c:2]1[cH:3][c:4]([C:9](=[O:6])[O:10][OH:11])[cH:5][cH:7][cH:8]1>>[O:6]1[CH2:12][C:13]1([CH3:14])[CH2:15][CH:16]([CH2:17][CH:18]([CH2:19][CH2:20][CH3:21])[CH3:22])[CH3:23]. The reactants are CCCCC(C)(C)C(=O)NCC1OC(C)(C)N(C(=O)OC(C)(C)C)C1CC(C(C)C)C(OC(C)=O)c1ccc2cnn(CCCOC)c2c1, ClCCl, O=C(O)C(F)(F)F. The product is CCCCC(C)(C)C(=O)NCC(O)C(N)CC(C(C)C)C(OC(C)=O)c1ccc2cnn(CCCOC)c2c1. Reaction SMILES: [C:1]([CH3:2])(=[O:3])[O:4][CH:5]([CH:6]([CH2:7][CH:8]1[N:9]([C:26]([O:27][C:28]([CH3:29])([CH3:30])[CH3:31])=[O:32])[C:10]([CH3:24])([CH3:25])[O:11][CH:12]1[CH2:13][NH:14][C:15]([C:16]([CH2:17][CH2:18][CH2:19][CH3:20])([CH3:21])[CH3:22])=[O:23])[CH:33]([CH3:34])[CH3:35])[c:36]1[cH:37][cH:38][c:39]2[cH:40][n:41][n:42]([CH2:45][CH2:46][CH2:47][O:48][CH3:49])[c:43]2[cH:44]1.[Cl:57][CH2:58][Cl:59].[F:50][C:51]([F:52])([F:53])[C:54]([OH:55])=[O:56]>>[C:1]([CH3:2])(=[O:3])[O:4][CH:5]([CH:6]([CH2:7][CH:8]([NH2:9])[CH:12]([OH:11])[CH2:13][NH:14][C:15]([C:16]([CH2:17][CH2:18][CH2:19][CH3:20])([CH3:21])[CH3:22])=[O:23])[CH:33]([CH3:34])[CH3:35])[c:36]1[cH:37][cH:38][c:39]2[cH:40][n:41][n:42]([CH2:45][CH2:46][CH2:47][O:48][CH3:49])[c:43]2[cH:44]1.